describe an organic reaction: reactants, conditions, products, and yield From a dataset of the Open Reaction Database (ORD), a public repository of structured organic reaction records. The reactants are N1(CCNCCC1)CC1=NC=2C=CC=C3C(NN=C(N1)C32)=O (8-[1,4]diazepan-1-ylmethyl-2,9-dihydro-1,2,7,9-tetraaza-phenalen-3-one), TEA, FC(C1=C(C(=O)Cl)C=CC=C1)(F)F (2-trifluoromethyl-benzoyl chloride), N1(CCNCCC1)CC1=NC=2C=CC=C3C(NN=C(N1)C32)=O (8-[1,4]diazepan-1-ylmethyl-2,9-dihydro-1,2,7,9-tetraaza-phenalen-3-one). The solvent is C(Cl)Cl (CH2Cl2). Run at time 8 hour. Product: FC(C1=C(C(=O)N2CCN(CCC2)CC2=NC=3C=CC=C4C(NN=C(N2)C43)=O)C=CC=C1)(F)F (8-[4-(2-trifluoromethyl-benzoyl)-[1,4]diazepan-1-ylmethyl]-2,9-dihydro-1,2,7,9-tetraaza-phenalen-3-one). Yield: 15.0%. As a reaction SMILES: [N:1]1([CH2:8][C:9]2[NH:20][C:19]3[C:21]4[C:15]([C:16](=[O:22])[NH:17][N:18]=3)=[CH:14][CH:13]=[CH:12][C:11]=4[N:10]=2)[CH2:7][CH2:6][CH2:5][NH:4][CH2:3][CH2:2]1.[F:23][C:24]([F:35])([F:34])[C:25]1[CH:33]=[CH:32][CH:31]=[CH:30][C:26]=1[C:27](Cl)=[O:28]>C(Cl)Cl>[F:23][C:24]([F:34])([F:35])[C:25]1[CH:33]=[CH:32][CH:31]=[CH:30][C:26]=1[C:27]([N:4]1[CH2:5][CH2:6][CH2:7][N:1]([CH2:8][C:9]2[NH:20][C:19]3[C:21]4[C:15]([C:16](=[O:22])[NH:17][N:18]=3)=[CH:14][CH:13]=[CH:12][C:11]=4[N:10]=2)[CH2:2][CH2:3]1)=[O:28]. Procedure details: Synthesized from compound 26. To a solution of compound 26 (0.2 g, 0.6 mmol) in 5 mL of CH2Cl2 was added 1 mmol of TEA and 0.8 mmol of 2-trifluoromethyl-benzoyl chloride. The reaction was stirred overnight at room temperature. After the solvents were evaporated, the residue was purified with semi-preparative HPLC to afford a solid (15% yield). MP: 140-142° C.; MS (ES−): 469; 1H NMR (400 MHz, CDCl3): 1.92-2.10 (m, 2H), 2.91-3.10 (m, 4H), 3.36-3.44 (m, 2H), 3.64-3.74 (m, 2H), 3.93 (m, 2H), 7.38 (m... Reactants: NC1=C(C=C(C(=O)N)C=C1)OCC (4-amino-3-ethoxy-benzamide), ClC=1C2=C(N=CN1)SC(=C2C)C(=O)OC (methyl 4-chloro-5-methyl-thieno[2,3-d]pyrimidine-6-carboxylate), C1(=CC=C(C=C1)S(=O)(=O)O)C (para-toluene sulfonic acid), [OH-].[NH4+].O (ammonium hydroxide water). The solvent is O1CCOCC1 (1,4-dioxane). The product is C(N)(=O)C1=CC(=C(C=C1)NC=1C2=C(N=CN1)SC(=C2C)C(=O)OC)OCC (Methyl 4-(4-carbamoyl-2-ethoxyphenylamino)-5-methylthieno[2,3-d]pyrimidine-6-carboxylate), solid. Yield: 59.0%. As a reaction SMILES: [NH2:1][C:2]1[CH:10]=[CH:9][C:5]([C:6]([NH2:8])=[O:7])=[CH:4][C:3]=1[O:11][CH2:12][CH3:13].Cl[C:15]1[C:16]2[C:23]([CH3:24])=[C:22]([C:25]([O:27][CH3:28])=[O:26])[S:21][C:17]=2[N:18]=[CH:19][N:20]=1.C1(C)C=CC(S(O)(=O)=O)=CC=1.[OH-].[NH4+].O>O1CCOCC1>[C:6]([C:5]1[CH:9]=[CH:10][C:2]([NH:1][C:15]2[C:16]3[C:23]([CH3:24])=[C:22]([C:25]([O:27][CH3:28])=[O:26])[S:21][C:17]=3[N:18]=[CH:19][N:20]=2)=[C:3]([O:11][CH2:12][CH3:13])[CH:4]=1)(=[O:7])[NH2:8] |f:3.4.5|. Reported procedure: 4-amino-3-ethoxy-benzamide (0.045 g, 0.25 mmol), methyl 4-chloro-5-methyl-thieno[2,3-d]pyrimidine-6-carboxylate (0.061 g, 0.25 mmol, Fluorochem Ltd.) and para-toluene sulfonic acid (0.005 g, 0.025 mmol) were heated at reflux in anhydrous 1,4-dioxane (1.5 mL) for 16 hours. The solution was cooled to ambient temperature, ammonium hydroxide/water (1:4, 5 mL) added and the precipitate collected and washed successively with water and diethyl ether. The title compound was obtained as a yellow solid (0... Starting materials: IC1=CC=C(C=C1)O (4-iodophenol), C(=O)([O-])[O-].[K+].[K+] (K2CO3), CC(C#C)(C)Cl (3-methyl-3-chlorobutyne). Solvent: CC#N (CH3CN). Run at temperature 80 celsius. Product: CC(C#C)(C)OC1=CC=C(C=C1)I (1-[(1,1-Dimethyl-2-propynyl)oxy]-4-iodobenzene). The yield is 93.0%. As a reaction SMILES: [I:1][C:2]1[CH:7]=[CH:6][C:5]([OH:8])=[CH:4][CH:3]=1.C([O-])([O-])=O.[K+].[K+].[CH3:15][C:16](Cl)([CH3:19])[C:17]#[CH:18]>CC#N>[CH3:15][C:16]([O:8][C:5]1[CH:6]=[CH:7][C:2]([I:1])=[CH:3][CH:4]=1)([CH3:19])[C:17]#[CH:18] |f:1.2.3|. Reported procedure: To a solution of 4-iodophenol (5.01 g, 22.8 mmol) in CH3CN (100 mL) containing K2CO3 (15.7 g, 0.114 mol) was added KI (4.91 g, 29.6 mmol) followed by 3-methyl-3-chlorobutyne (7.01 g, 68.3 mmol) at room temperature. The reaction was heated to 80° C. for 60 hours. The reaction was cooled to room temperature, quenched with 2.5N NaOH and extracted with ether. The combined organic extracts were washed with 2.5N NaOH (2X eq. vol.), dried over anhydrous K2CO3 and concentrated. The residue was taken up ... Reactants: Sc1ccc2cc(Br)ccc2c1, O=C([O-])[O-], CC(C)O, [Cu]I, N#Cc1ccccc1I, [K+], [K+], O, OCCO. Product: N#Cc1ccccc1Sc1ccc2cc(Br)ccc2c1. Reaction SMILES: [Br:1][c:2]1[cH:3][c:4]2[cH:5][cH:6][c:7]([SH:12])[cH:8][c:9]2[cH:10][cH:11]1.[C:22](=[O:23])([O-:24])[O-:25].[CH:35]([OH:36])([CH3:37])[CH3:38].[Cu:32][I:33].[I:13][c:14]1[c:15]([C:16]#[N:17])[cH:18][cH:19][cH:20][cH:21]1.[K+:26].[K+:27].[OH2:34].[OH:28][CH2:29][CH2:30][OH:31]>>[Br:1][c:2]1[cH:3][c:4]2[cH:5][cH:6][c:7]([S:12][c:14]3[c:15]([C:16]#[N:17])[cH:18][cH:19][cH:20][cH:21]3)[cH:8][c:9]2[cH:10][cH:11]1. The reactants are O=S(=O)(Cl)c1ccc(Cl)c(C(F)(F)F)c1, COc1cccc(F)c1Oc1ncc(Cl)cc1N. Yields the product COc1cccc(F)c1Oc1ncc(Cl)cc1NS(=O)(=O)c1ccc(Cl)c(C(F)(F)F)c1. As a reaction SMILES: [Cl:19][c:20]1[c:21]([C:30]([F:31])([F:32])[F:33])[cH:22][c:23]([S:26](=[O:27])(=[O:28])[Cl:29])[cH:24][cH:25]1.[Cl:1][c:2]1[cH:3][c:4]([NH2:18])[c:5]([O:8][c:9]2[c:10]([F:17])[cH:11][cH:12][cH:13][c:14]2[O:15][CH3:16])[n:6][cH:7]1>>[Cl:1][c:2]1[cH:3][c:4]([NH:18][S:26]([c:23]2[cH:22][c:21]([C:30]([F:31])([F:32])[F:33])[c:20]([Cl:19])[cH:25][cH:24]2)(=[O:27])=[O:28])[c:5]([O:8][c:9]2[c:10]([F:17])[cH:11][cH:12][cH:13][c:14]2[O:15][CH3:16])[n:6][cH:7]1. Run in CO (methanol), C1CCOC1 (THF). As a reaction SMILES: [CH2:1]([O:3][CH2:4][CH2:5][N:6]([C:8]1[CH:13]=[CH:12][C:11]([C:14]2[CH:15]=[CH:16][C:17]3[N:23]([CH:24]=[O:25])[CH2:22][CH2:21][C:20]([C:26]([O:28]C)=[O:27])=[CH:19][C:18]=3[CH:30]=2)=[CH:10][CH:9]=1)[CH3:7])[CH3:2].[OH-].[Na+]>CO.C1COCC1>[CH2:1]([O:3][CH2:4][CH2:5][N:6]([C:8]1[CH:9]=[CH:10][C:11]([C:14]2[CH:15]=[CH:16][C:17]3[N:23]([CH:24]=[O:25])[CH2:22][CH2:21][C:20]([C:26]([OH:28])=[O:27])=[CH:19][C:18]=3[CH:30]=2)=[CH:12][CH:13]=1)[CH3:7])[CH3:2] |f:1.2|. Yield: 84.7%. Procedure: In methanol (6.6 ml) and THF (4.4 ml) was dissolved methyl 7-[4-[N-(2-ethoxyethyl)-N-methylamino]phenyl]-1-formyl-2,3-dihydro-1H-1-benzazepine-4-carboxylate (0.22 g). To the solution was added 1N sodium hydroxide solution (2.2 ml), and the mixture was stirred at room temperature overnight and concentrated. To the residue was added water, and the mixture was neutralized with 1N hydrochloric acid and extracted with ethyl acetate. The organic layer was washed with water and saturated brine and drie... Run at time 8 hour. Product: C(C)OCCN(C)C1=CC=C(C=C1)C=1C=CC2=C(C=C(CCN2C=O)C(=O)O)C1 (7-[4-[N-(2-ethoxyethyl)-N-methylamino]phenyl]-1-formyl-2,3-dihydro-1H-1-benzazepine-4-carboxylic acid). Reactants: C(C)OCCN(C)C1=CC=C(C=C1)C=1C=CC2=C(C=C(CCN2C=O)C(=O)OC)C1 (methyl 7-[4-[N-(2-ethoxyethyl)-N-methylamino]phenyl]-1-formyl-2,3-dihydro-1H-1-benzazepine-4-carboxylate), [OH-].[Na+] (sodium hydroxide). Reaction SMILES: [CH3:17][N:18]([CH3:19])[CH:20]=[O:21].[CH3:27][CH2:28][CH2:29][CH2:30][CH2:31][CH3:32].[Cl:22][Si:23]([CH3:24])([CH3:25])[CH3:26].[I:1][CH:2]=[CH:3][CH2:4][C:5]([CH2:6][CH2:7][CH2:8][CH3:9])([CH3:10])[OH:11].[nH:12]1[cH:13][cH:14][n:15][cH:16]1>>[I:1][CH:2]=[CH:3][CH2:4][C:5]([CH2:6][CH2:7][CH2:8][CH3:9])([CH3:10])[O:11][Si:23]([CH3:24])([CH3:25])[CH3:26]. Yields the product CCCCC(C)(CC=CI)O[Si](C)(C)C. Reactants: CN(C)C=O, CCCCCC, C[Si](C)(C)Cl, CCCCC(C)(O)CC=CI, c1c[nH]cn1.